This data is from the Open Reaction Database (ORD), a public repository of structured organic reaction records. The task is: describe an organic reaction: reactants, conditions, products, and yield Starting materials: COC([C@@H](NC(CCN1C=C(C2=CC=CC=C12)C=1C(NC(C1C1=CN(C2=CC=CC=C12)C)=O)=O)=O)C)=O (3-[3-[4-(1-Methylindol-3-yl)-1H-pyrrole-2,5-dion-3-yl)-indol-1-yl]-propionyl-L-alanine methyl ester), [OH-].[Li+] (lithium hydroxide). Run in O1CCOCC1 (dioxane), O (water). Run at time 18 hour. Yields the product CN1C=C(C2=CC=CC=C12)C1=C(C(NC1=O)=O)C1=CN(C2=CC=CC=C12)CCC(=O)N[C@@H](C)C(=O)O (3-[3-[4-(1-Methylindol-3-yl)-1H-pyrrole-2,5-dion-3-yl]-indol-1-yl)-propionyl-L-alanine). Reaction SMILES: C[O:2][C:3](=[O:37])[C@H:4]([CH3:36])[NH:5][C:6](=[O:35])[CH2:7][CH2:8][N:9]1[C:17]2[C:12](=[CH:13][CH:14]=[CH:15][CH:16]=2)[C:11]([C:18]2[C:19](=[O:34])[NH:20][C:21](=[O:33])[C:22]=2[C:23]2[C:31]3[C:26](=[CH:27][CH:28]=[CH:29][CH:30]=3)[N:25]([CH3:32])[CH:24]=2)=[CH:10]1.[OH-].[Li+]>O1CCOCC1.O>[CH3:32][N:25]1[C:26]2[C:31](=[CH:30][CH:29]=[CH:28][CH:27]=2)[C:23]([C:22]2[C:21](=[O:33])[NH:20][C:19](=[O:34])[C:18]=2[C:11]2[C:12]3[C:17](=[CH:16][CH:15]=[CH:14][CH:13]=3)[N:9]([CH2:8][CH2:7][C:6]([NH:5][C@H:4]([C:3]([OH:37])=[O:2])[CH3:36])=[O:35])[CH:10]=2)=[CH:24]1 |f:1.2|. Reported procedure: 3-[3-[4-(1-Methylindol-3-yl)-1H-pyrrole-2,5-dion-3-yl)-indol-1-yl]-propionyl-L-alanine methyl ester 100 mg (0.2 mmol) are dissolved in a mixture of 4 mL dioxane and 1 mL of water, mixed with 36 mg (1.5 mmol) lithium hydroxide, and stirred for 18 hours at ambient temperature. The solvent is subsequently distilled off in a vacuum and the residue is taken up in 30 mL ethylacetate, washed with 1N hydrochloric acid, and dried over anhydrous sodium sulphate. The solvent is then distilled off in a vacu... Starting materials: O (water), NC(=O)C1CCN(CC1)CC1=CC=C(C=C1)OCCC (4-aminocarbonyl-N-(4-propoxyphenylmethyl)piperidine), P(=O)(Cl)(Cl)Cl (phosphorous oxychloride), [Cl-].[Na+] (sodium chloride). Run in ClCCCl (1,2-dichloroethane). Product: C(#N)C1CCN(CC1)CC1=CC=C(C=C1)OCCC (4-cyano-N-(4-propoxyphenylmethyl)piperidine). Isolated yield 56.1%. As a reaction SMILES: [NH2:1][C:2]([CH:4]1[CH2:9][CH2:8][N:7]([CH2:10][C:11]2[CH:16]=[CH:15][C:14]([O:17][CH2:18][CH2:19][CH3:20])=[CH:13][CH:12]=2)[CH2:6][CH2:5]1)=O.[Cl-].[Na+].P(Cl)(Cl)(Cl)=O.O>ClCCCl>[C:2]([CH:4]1[CH2:9][CH2:8][N:7]([CH2:10][C:11]2[CH:12]=[CH:13][C:14]([O:17][CH2:18][CH2:19][CH3:20])=[CH:15][CH:16]=2)[CH2:6][CH2:5]1)#[N:1] |f:1.2|. Procedure: A mixture of 27.0 grams (0.10 mole) of 4-aminocarbonyl-N-(4-propoxyphenylmethyl)piperidine in 200 mL of 1,2-dichloroethane was stirred at ambient temperature, and 8.0 grams (0.14 mole) of sodium chloride, followed by 9.2 grams (0.06 mole) of phosphorous oxychloride were added. The reaction mixture was then warmed to reflux, where it stirred for about 1.75 hours. The reaction mixture was cooled to ambient temperature and about 350 mL of water was added. The aqueous layer was separated, washed wit... The reactants are Cc1c(OCCN(C)C)cn2ncnc(Oc3ccc([N+](=O)[O-])cc3F)c12, Cc1ccn2ncnc(Oc3ccc(NC(=S)NC(=O)Cc4ccc(F)cc4)cc3F)c12. Yields the product Cc1c(OCCN(C)C)cn2ncnc(Oc3ccc(N)cc3F)c12. Reaction SMILES: [F:1][c:2]1[c:3]([O:4][c:5]2[n:6][cH:7][n:8][n:9]3[c:10]2[c:11]([CH3:20])[c:12]([O:14][CH2:15][CH2:16][N:17]([CH3:18])[CH3:19])[cH:13]3)[cH:21][cH:22][c:23]([N+:25]([O-:26])=[O:27])[cH:24]1.[F:28][c:29]1[cH:30][c:31]([NH:32][C:33]([NH:34][C:35](=[O:36])[CH2:37][c:38]2[cH:39][cH:40][c:41]([F:42])[cH:43][cH:44]2)=[S:45])[cH:46][cH:47][c:48]1[O:49][c:50]1[c:51]2[c:52]([CH3:53])[cH:54][cH:55][n:56]2[n:57][cH:58][n:59]1>>[F:1][c:2]1[c:3]([O:4][c:5]2[n:6][cH:7][n:8][n:9]3[c:10]2[c:11]([CH3:20])[c:12]([O:14][CH2:15][CH2:16][N:17]([CH3:18])[CH3:19])[cH:13]3)[cH:21][cH:22][c:23]([NH2:25])[cH:24]1. Product: COc1cc(C(C)O)ccc1OCCCN1CCC(c2nsc3cc(F)ccc23)CC1. The reactants are [BH4-], Cc1ccccc1, COc1cc(C(C)=O)ccc1OCCCN1CCC(c2nsc3cc(F)ccc23)CC1, [Na+], O. RXN SMILES: [BH4-:32].[CH3:35][c:36]1[cH:37][cH:38][cH:39][cH:40][cH:41]1.[F:1][c:2]1[cH:3][c:4]2[c:5]([c:6]([CH:9]3[CH2:10][CH2:11][N:12]([CH2:15][CH2:16][CH2:17][O:18][c:19]4[c:20]([O:28][CH3:29])[cH:21][c:22]([C:25]([CH3:26])=[O:27])[cH:23][cH:24]4)[CH2:13][CH2:14]3)[n:7][s:8]2)[cH:30][cH:31]1.[Na+:33].[OH2:34]>>[F:1][c:2]1[cH:3][c:4]2[c:5]([c:6]([CH:9]3[CH2:10][CH2:11][N:12]([CH2:15][CH2:16][CH2:17][O:18][c:19]4[c:20]([O:28][CH3:29])[cH:21][c:22]([CH:25]([CH3:26])[OH:27])[cH:23][cH:24]4)[CH2:13][CH2:14]3)[n:7][s:8]2)[cH:30][cH:31]1. Reactants: Cc1nc2ccc(Br)cc2c(-c2ccc(S(C)(=O)=O)cc2)c1C(=O)C(F)(F)F, Cl, FC1(F)CCCNC1. Yields the product Cc1nc2ccc(N3CCCC(F)(F)C3)cc2c(-c2ccc(S(C)(=O)=O)cc2)c1C(=O)C(F)(F)F. As a reaction SMILES: [Br:1][c:2]1[cH:3][c:4]2[c:5](-[c:19]3[cH:20][cH:21][c:22]([S:25](=[O:26])(=[O:27])[CH3:28])[cH:23][cH:24]3)[c:6]([C:13]([C:14]([F:15])([F:16])[F:17])=[O:18])[c:7]([CH3:12])[n:8][c:9]2[cH:10][cH:11]1.[ClH:29].[F:30][C:31]1([F:37])[CH2:32][NH:33][CH2:34][CH2:35][CH2:36]1>>[c:2]1([N:33]2[CH2:32][C:31]([F:30])([F:37])[CH2:36][CH2:35][CH2:34]2)[cH:3][c:4]2[c:5](-[c:19]3[cH:20][cH:21][c:22]([S:25](=[O:26])(=[O:27])[CH3:28])[cH:23][cH:24]3)[c:6]([C:13]([C:14]([F:15])([F:16])[F:17])=[O:18])[c:7]([CH3:12])[n:8][c:9]2[cH:10][cH:11]1. Reactants: NC1=CC=CC=C1 (aniline), NC(=O)N (urea), C12CN(CC(CC1)O2)C2=C1C(=NC(=N2)C2=CC=C(C=C2)NC(=O)NCC)N(N=C1)C1CCN(CC1)C(=O)OCC (ethyl 4-(4-(8-oxa-3-azabicyclo[3.2.1]octan-3-yl)-6-(4-(3-ethylureido)phenyl)-1H-pyrazolo[3,4-d]pyrimidin-1-yl)piperidine-1-carboxylate), CN1CCN(CC1)CC1=CC=C(N)C=C1 (4-((4-methylpiperazin-1-yl)methyl)aniline). Yields the product C12COCC(CC1)N2C2=C1C(=NC(=N2)C2=CC=C(C=C2)NC(=O)NC2=CC=C(C=C2)CN2CCN(CC2)C)N(N=C1)CC (1-(4-(4-(3-oxa-8-azabicyclo[3.2.1]octan-8-yl)-1-ethyl-1H-pyrazolo[3,4-d]pyrimidin-6-yl)phenyl)-3-(4-((4-methylpiperazin-1-yl)methyl)phenyl)urea). RXN SMILES: NC(N)=O.[CH:5]12[O:12][CH:9](CC1)[CH2:8][N:7]([C:13]1[N:18]=[C:17]([C:19]3[CH:24]=[CH:23][C:22]([NH:25][C:26]([NH:28][CH2:29][CH3:30])=[O:27])=[CH:21][CH:20]=3)[N:16]=[C:15]3[N:31]([CH:34]4CCN(C(OCC)=O)C[CH2:35]4)[N:32]=[CH:33][C:14]=13)[CH2:6]2.[CH3:45][N:46]1[CH2:51][CH2:50][N:49]([CH2:52][C:53]2[CH:59]=CC(N)=[CH:55][CH:54]=2)[CH2:48][CH2:47]1.N[C:61]1C=CC=C[CH:62]=1>>[CH:8]12[N:7]([C:13]3[N:18]=[C:17]([C:19]4[CH:20]=[CH:21][C:22]([NH:25][C:26]([NH:28][C:29]5[CH:55]=[CH:54][C:53]([CH2:52][N:49]6[CH2:48][CH2:47][N:46]([CH3:45])[CH2:51][CH2:50]6)=[CH:59][CH:30]=5)=[O:27])=[CH:23][CH:24]=4)[N:16]=[C:15]4[N:31]([CH2:34][CH3:35])[N:32]=[CH:33][C:14]=34)[CH:6]([CH2:61][CH2:62]1)[CH2:5][O:12][CH2:9]2. Procedure: A urea formation procedure similar to that used for the synthesis of ethyl 4-(4-(8-oxa-3-azabicyclo[3.2.1]octan-3-yl)-6-(4-(3-ethylureido)phenyl)-1H-pyrazolo[3,4-d]pyrimidin-1-yl)piperidine-1-carboxylate is used, utilizing 4-((4-methylpiperazin-1-yl)methyl)aniline as the aniline component. (30%, MS=582.3 (M+H)) The reactants are CO, COC(=O)CCSCC(O)C(C)O, Cl, O. Product: CC(O)C(O)CSCCC(=O)O. Reaction SMILES: [CH3:15][OH:16].[CH3:1][O:2][C:3]([CH2:4][CH2:5][S:6][CH2:7][CH:8]([CH:9]([CH3:10])[OH:11])[OH:12])=[O:13].[ClH:14].[OH2:17]>>[O:2]=[C:3]([CH2:4][CH2:5][S:6][CH2:7][CH:8]([CH:9]([CH3:10])[OH:11])[OH:12])[OH:13]. Starting materials: ClC1=CC=C(N)C=C1 (4-chloroaniline), TEA, NC1=C(C=NN1C1=CC=CC=C1)C(=O)O (5-amino-1-phenyl-1H-pyrazole-4-carboxylic acid). Run in C(Cl)Cl (DCM), S(=O)(Cl)Cl (thionyl chloride). Reaction conditions: time 15 minute. The product is ClC1=CC=C(C=C1)NC(=O)C=1C=NN(C1N)C1=CC=CC=C1 (5-amino-1-phenyl-1H-pyrazole-4-carboxylic acid (4-chloro-phenyl)-amide). The yield is 65.8%. RXN SMILES: [NH2:1][C:2]1[N:6]([C:7]2[CH:12]=[CH:11][CH:10]=[CH:9][CH:8]=2)[N:5]=[CH:4][C:3]=1[C:13]([OH:15])=O.[Cl:16][C:17]1[CH:23]=[CH:22][C:20]([NH2:21])=[CH:19][CH:18]=1>S(Cl)(Cl)=O.C(Cl)Cl>[Cl:16][C:17]1[CH:23]=[CH:22][C:20]([NH:21][C:13]([C:3]2[CH:4]=[N:5][N:6]([C:7]3[CH:8]=[CH:9][CH:10]=[CH:11][CH:12]=3)[C:2]=2[NH2:1])=[O:15])=[CH:19][CH:18]=1. Procedure details: A suspension of 5-amino-1-phenyl-1H-pyrazole-4-carboxylic acid (500 mg, 2.46 mmol) in thionyl chloride (2.0 mL) is stirred at room temperature for about 15 min before it becomes a clear solution. After removal of the solvent, the crude acid chloride is taken in anhydrous DCM (5.0 mL), and transferred dropwise to a solution of 4-chloroaniline (376.7 mg, 2.95 mmol) and TEA (1.03 mL, 7.38 mmol) in anhydrous DCM (5.0 mL) at 0° C. The reaction mixture is allowed to warm up to room temperature in an h... Reactants: [N+](=O)([O-])C=1C=C2C(NC(C2=CC1)=O)=O (5-nitroisoindoline-1,3-dione), C([O-])([O-])=O.[K+].[K+] (potassium carbonate), BrCC(=O)OC(C)(C)C (tert-butyl 2-bromoacetate). Solvent: C(C)#N (acetonitrile), CN(C)C=O (DMF). The product is [N+](=O)([O-])C=1C=C2C(N(C(C2=CC1)=O)CC(=O)OC(C)(C)C)=O (tert-butyl 2-(5-nitro-1,3-dioxoisoindolin-2-yl)acetate). Yield: 95.7%. As a reaction SMILES: [N+:1]([C:4]1[CH:5]=[C:6]2[C:10](=[CH:11][CH:12]=1)[C:9](=[O:13])[NH:8][C:7]2=[O:14])([O-:3])=[O:2].C(=O)([O-])[O-].[K+].[K+].Br[CH2:22][C:23]([O:25][C:26]([CH3:29])([CH3:28])[CH3:27])=[O:24]>C(#N)C.CN(C=O)C>[N+:1]([C:4]1[CH:5]=[C:6]2[C:10](=[CH:11][CH:12]=1)[C:9](=[O:13])[N:8]([CH2:22][C:23]([O:25][C:26]([CH3:29])([CH3:28])[CH3:27])=[O:24])[C:7]2=[O:14])([O-:3])=[O:2] |f:1.2.3|. Procedure details: To a solution of 5-nitroisoindoline-1,3-dione (10.5 g, 53.6 mmol) in a mixture of acetonitrile (80 ml) and DMF (20 ml), potassium carbonate (9.99 g, 72.3 mmol) and tert-butyl 2-bromoacetate (10.29 ml, 69.6 mmol) were added, and the reaction was heated to reflux for 3 hours. The insoluble inorganic salts were filtered off, and the filtrate was evaporated to dryness. The residue was diluted with EtOH (60 ml) and precipitation of the desired product was observed. The precipitate was collected by fi...